From a dataset of the Open Reaction Database (ORD), a public repository of structured organic reaction records. describe an organic reaction: reactants, conditions, products, and yield Reactants: C1(=CC=CC=C1)O (phenol), P(Cl)(Cl)Cl (phosphorus trichloride), tertiary amine. Run in C(C)N(CC)CC (triethylamine). The product is O(C1=CC=CC=C1)P(Cl)Cl (phenoxyphosphorus dichloride). RXN SMILES: [C:1]1([OH:7])[CH:6]=[CH:5][CH:4]=[CH:3][CH:2]=1.[P:8](Cl)([Cl:10])[Cl:9]>C(N(CC)CC)C>[O:7]([P:8]([Cl:10])[Cl:9])[C:1]1[CH:6]=[CH:5][CH:4]=[CH:3][CH:2]=1. Procedure: Further starting compounds HalPnR1R2 and HalPnR3R4 are obtainable by stepwise synthesis. Thus, for example, reaction of phenol with phosphorus trichloride in the presence of a tertiary amine, e.g. triethylamine, produces phenoxyphosphorus dichloride which can be reacted with one equivalent of the appropriate pyrrole compound, e.g. pyrrole, in the presence of a tertiary amine to give phenoxypyrrolylphosphorus chloride. Starting materials: CC1=C2C(=NC=C1NC(CCC)=O)N(C(=N2)CCC)CC2=CC=C(C=C2)C2=C(C=CC=C2)S(=O)(=O)N (7-methyl-2-propyl-3-[2'-(aminosulfonyl)[1,1']biphenyl-4-yl]methyl-6-[(1-oxobutyl)amino]-3H-imidazo[4, 5-b]pyridine), CO (MeOH), C(CCC)OC(=O)Cl (n-butylchloroformate). Reagents/catalysts: CN(C1=CC=NC=C1)C (4-dimethyaminopyridine). Solvent: N1=CC=CC=C1 (pyridine). Conditions: time 14 hour. Product: CC1=C2C(=NC=C1NC(CCC)=O)N(C(=N2)CCC)CC2=CC=C(C=C2)C2=C(C=CC=C2)S(=O)(=O)NC(=O)OCCCC (7-methyl-2-propyl-3-[[2'-(N-butoxycarbonylaminosulfonyl)[1,1']biphenyl-4-yl]methyl]-6-[(1-oxobutylamino)]-3H-imidazo[4,5-b]pyridine). Reaction SMILES: [CH3:1][C:2]1[C:7]([NH:8][C:9](=[O:13])[CH2:10][CH2:11][CH3:12])=[CH:6][N:5]=[C:4]2[N:14]([CH2:20][C:21]3[CH:26]=[CH:25][C:24]([C:27]4[CH:32]=[CH:31][CH:30]=[CH:29][C:28]=4[S:33]([NH2:36])(=[O:35])=[O:34])=[CH:23][CH:22]=3)[C:15]([CH2:17][CH2:18][CH3:19])=[N:16][C:3]=12.[CH2:37]([O:41][C:42](Cl)=[O:43])[CH2:38][CH2:39][CH3:40].CO>CN(C)C1C=CN=CC=1.N1C=CC=CC=1>[CH3:1][C:2]1[C:7]([NH:8][C:9](=[O:13])[CH2:10][CH2:11][CH3:12])=[CH:6][N:5]=[C:4]2[N:14]([CH2:20][C:21]3[CH:22]=[CH:23][C:24]([C:27]4[CH:32]=[CH:31][CH:30]=[CH:29][C:28]=4[S:33]([NH:36][C:42]([O:41][CH2:37][CH2:38][CH2:39][CH3:40])=[O:43])(=[O:35])=[O:34])=[CH:25][CH:26]=3)[C:15]([CH2:17][CH2:18][CH3:19])=[N:16][C:3]=12. Procedure details: To a mixture of 7-methyl-2-propyl-3-[2'-(aminosulfonyl)[1,1']biphenyl-4-yl]methyl-6-[(1-oxobutyl)amino]-3H-imidazo[4, 5-b]pyridine (60 mg, 0.112 mmol) and 4-dimethyaminopyridine (41 mg) in pyridine (1.5 mL) was added n-butylchloroformate (0.071 mL, 0.56 mmol). After 14 h at r.t., MeOH (1 mL) was added and the mixture was concentrated, dissolved in CH2Cl2 (40 mL), washed with 5% aqueous citric acid (2×20 mL), concentrated, and purified (SiO2, (89:9:1CH2Cl2 /MeOH/NH4OH) to give the title compound ... Starting materials: Clc1ccnc2cc(Br)cnc12, C1COCCN1, CC(C)(C)[O-], Cc1ccccc1, ClCCl, [Na+], O=C(C=Cc1ccccc1)C=Cc1ccccc1, O=C(C=Cc1ccccc1)C=Cc1ccccc1, O=C(C=Cc1ccccc1)C=Cc1ccccc1, [Pd], [Pd]. The product is Clc1ccnc2cc(N3CCOCC3)cnc12. RXN SMILES: [Br:7][c:8]1[cH:9][n:10][c:11]2[c:12]([Cl:18])[cH:13][cH:14][n:15][c:16]2[cH:17]1.[CH2:19]1[CH2:20][O:21][CH2:22][CH2:23][NH:24]1.[CH3:1][C:2]([CH3:3])([O-:4])[CH3:5].[CH3:25][c:26]1[cH:27][cH:28][cH:29][cH:30][cH:31]1.[Cl:32][CH2:33][Cl:34].[Na+:6].[O:37]=[C:38]([CH:39]=[CH:40][c:41]1[cH:42][cH:43][cH:44][cH:45][cH:46]1)[CH:47]=[CH:48][c:49]1[cH:50][cH:51][cH:52][cH:53][cH:54]1.[O:55]=[C:56]([CH:57]=[CH:58][c:59]1[cH:60][cH:61][cH:62][cH:63][cH:64]1)[CH:65]=[CH:66][c:67]1[cH:68][cH:69][cH:70][cH:71][cH:72]1.[O:73]=[C:74]([CH:75]=[CH:76][c:77]1[cH:78][cH:79][cH:80][cH:81][cH:82]1)[CH:83]=[CH:84][c:85]1[cH:86][cH:87][cH:88][cH:89][cH:90]1.[Pd:35].[Pd:36]>>[c:8]1([N:24]2[CH2:19][CH2:20][O:21][CH2:22][CH2:23]2)[cH:9][n:10][c:11]2[c:12]([Cl:18])[cH:13][cH:14][n:15][c:16]2[cH:17]1. The reactants are ClC1=NC=C(C(=N1)Cl)F (2,4-dichloro-5-fluoropyrimidine), C(C)(=O)NC1=CC=C(N)C=C1 (4-acetamidoaniline). Product: C(C)(=O)NC1=CC=C(C=C1)NC1=NC=C(C(=N1)NC1=CC=C(C=C1)NC(C)=O)F (N2,N4-bis-(4-acetamidophenyl)-5-fluoro-2,4-pyrimidinediamine). RXN SMILES: Cl[C:2]1[N:7]=[C:6](Cl)[C:5]([F:9])=[CH:4][N:3]=1.[C:10]([NH:13][C:14]1[CH:20]=[CH:19][C:17]([NH2:18])=[CH:16][CH:15]=1)(=[O:12])[CH3:11]>>[C:10]([NH:13][C:14]1[CH:20]=[CH:19][C:17]([NH:18][C:2]2[N:7]=[C:6]([NH:18][C:17]3[CH:16]=[CH:15][C:14]([NH:13][C:10](=[O:12])[CH3:11])=[CH:20][CH:19]=3)[C:5]([F:9])=[CH:4][N:3]=2)=[CH:16][CH:15]=1)(=[O:12])[CH3:11]. Reported procedure: In like manner to the preparation of N2,N4-bis(3-hydroxyphenyl)-5-fluoro-2,4-pyrimidinediamine, the reaction of 2,4-dichloro-5-fluoropyrimidine with 4-acetamidoaniline gave N2,N4-bis-(4-acetamidophenyl)-5-fluoro-2,4-pyrimidinediamine. LCMS: ret. time: 14.82 min.; purity: 95%; MS (m/e): 395 (MH+); 1H NMR (DMSO-d6): δ 10.33 (1H, s), 10.14 (1H, s), 10.07 (2H, s), 8.39 (1H, d, J=5.1 Hz), 7.64 (8H, m), 2.15 (3H, s), 2.13 (3H, s). The product is CCc1cnc(N2CCN(C(=O)c3ccc(N4CC(C)OC4=O)cc3)CC2)c(C)c1. Reaction SMILES: [CH2:1]([CH3:2])[c:3]1[cH:4][c:5]([CH3:24])[c:6]([N:9]2[CH2:10][CH2:11][N:12]([C:15](=[O:16])[c:17]3[cH:18][cH:19][c:20]([I:23])[cH:21][cH:22]3)[CH2:13][CH2:14]2)[n:7][cH:8]1.[CH3:25][CH:26]1[CH2:27][NH:28][C:29](=[O:31])[O:30]1>>[CH2:1]([CH3:2])[c:3]1[cH:4][c:5]([CH3:24])[c:6]([N:9]2[CH2:10][CH2:11][N:12]([C:15](=[O:16])[c:17]3[cH:18][cH:19][c:20]([N:28]4[CH2:27][CH:26]([CH3:25])[O:30][C:29]4=[O:31])[cH:21][cH:22]3)[CH2:13][CH2:14]2)[n:7][cH:8]1. Starting materials: CCc1cnc(N2CCN(C(=O)c3ccc(I)cc3)CC2)c(C)c1, CC1CNC(=O)O1. Reactants: OC1=C2C=CNC2=CC=C1 (4-hydroxyindole), O (water), [OH-].[K+] (potassium hydroxide), ClC1=NC=CN=C1 (2-chloropyrazine). Solvent: CS(=O)C (DMSO). Reaction conditions: time 1 hour. Yields the product N1=C(C=NC=C1)OC1=C2C=CNC2=CC=C1 (4-(2-pyrazinyloxy)indole). The yield is 69.9%. As a reaction SMILES: [OH:1][C:2]1[CH:10]=[CH:9][CH:8]=[C:7]2[C:3]=1[CH:4]=[CH:5][NH:6]2.[OH-].[K+].Cl[C:14]1[CH:19]=[N:18][CH:17]=[CH:16][N:15]=1.O>CS(C)=O>[N:15]1[CH:16]=[CH:17][N:18]=[CH:19][C:14]=1[O:1][C:2]1[CH:10]=[CH:9][CH:8]=[C:7]2[C:3]=1[CH:4]=[CH:5][NH:6]2 |f:1.2|. Reported procedure: A solution of 2.66 g of 4-hydroxyindole in 60 ml of DMSO is combined with 1.4 g of potassium hydroxide (pulverized) and stirred under an N2 atmosphere for one hour at room temperature. After adding 2.5 g of 2-chloropyrazine, the mixture is heated for 2 hours to 100° C., poured into water, and extracted with ethyl acetate. The residue from the organic phase is purified over silica gel, thus obtaining 2.95 g (70%) of 4-(2-pyrazinyloxy)indole, mp 192°- 193° C.